describe an organic reaction: reactants, conditions, products, and yield From a dataset of the Open Reaction Database (ORD), a public repository of structured organic reaction records. Product: CC(C(=O)O)c1ccc(C(=O)c2ccc(Cl)cc2)n1C. As a reaction SMILES: [CH3:25][CH2:26][OH:27].[Cl:1][c:2]1[cH:3][cH:4][c:5]([C:6](=[O:7])[c:8]2[cH:9][cH:10][c:11]([CH:14]([C:15](=[O:16])[O:17][CH2:18][CH3:19])[CH3:20])[n:12]2[CH3:13])[cH:21][cH:22]1.[Na+:24].[OH-:23].[OH2:28]>>[Cl:1][c:2]1[cH:3][cH:4][c:5]([C:6](=[O:7])[c:8]2[cH:9][cH:10][c:11]([CH:14]([C:15](=[O:16])[OH:17])[CH3:20])[n:12]2[CH3:13])[cH:21][cH:22]1. The reactants are CCO, CCOC(=O)C(C)c1ccc(C(=O)c2ccc(Cl)cc2)n1C, [Na+], [OH-], O. Starting materials: CC#N, Fc1ccc2c(N3CCNCC3)n[nH]c2c1, [Na+], O=C([O-])O, O. Yields the product N#CCN1CCN(c2n[nH]c3cc(F)ccc23)CC1. RXN SMILES: [CH3:22][C:23]#[N:24].[F:1][c:2]1[cH:3][cH:4][c:5]2[c:6]([N:11]3[CH2:12][CH2:13][NH:14][CH2:15][CH2:16]3)[n:7][nH:8][c:9]2[cH:10]1.[Na+:21].[O-:17][C:18]([OH:19])=[O:20].[OH2:25]>>[F:1][c:2]1[cH:3][cH:4][c:5]2[c:6]([N:11]3[CH2:12][CH2:13][N:14]([CH2:22][C:23]#[N:24])[CH2:15][CH2:16]3)[n:7][nH:8][c:9]2[cH:10]1.